This data is from the Open Reaction Database (ORD), a public repository of structured organic reaction records. The task is: describe an organic reaction: reactants, conditions, products, and yield Run in CC(=O)N(C)C (Dimethylacetamide), O (water). Run at time 5 minute. Reaction SMILES: [OH:1][CH2:2][CH2:3][O:4][NH:5][C:6]([C:8]1[C:17]([NH:18][C:19]2[CH:24]=[CH:23][C:22]([Br:25])=[CH:21][C:20]=2[Cl:26])=[C:16]([F:27])[C:11]2[N:12]=[CH:13][N:14]([CH3:15])[C:10]=2[CH:9]=1)=[O:7].[C:28]([NH:35][C@H:36]([C:40](O)=[O:41])[CH:37]([CH3:39])[CH3:38])([O:30][C:31]([CH3:34])([CH3:33])[CH3:32])=[O:29].C1C=CC2N(O)N=NC=2C=1.O.CCN=C=NCCCN(C)C.Cl>O.CC(N(C)C)=O>[Br:25][C:22]1[CH:23]=[CH:24][C:19]([NH:18][C:17]2[C:8]([C:6]([NH:5][O:4][CH2:3][CH2:2][O:1][C:40](=[O:41])[CH:36]([NH:35][C:28]([O:30][C:31]([CH3:32])([CH3:34])[CH3:33])=[O:29])[CH:37]([CH3:39])[CH3:38])=[O:7])=[CH:9][C:10]3[N:14]([CH3:15])[CH:13]=[N:12][C:11]=3[C:16]=2[F:27])=[C:20]([Cl:26])[CH:21]=1 |f:2.3,4.5|. Yields the product BrC1=CC(=C(C=C1)NC=1C(=CC2=C(N=CN2C)C1F)C(=O)NOCCOC(C(C(C)C)NC(=O)OC(C)(C)C)=O)Cl (2-tert-butoxycarbonylamino-3-methylbutyric acid 2-{[6-(4-bromo-2-chlorophenylamino)-7-fluoro-3-methyl-3H-benzoimidazole-5-carbonyl]-aminooxy}-ethylester). Reported procedure: Dimethylacetamide (30 mL) was added to a mixture of 6-(4-bromo-2-chlorophenylamino)-7-fluoro-3-methyl-3H-benzoimidazole-5-carboxylic acid (2-hydroxyethoxy)-amide (3 g, 6.555 mmol), BOC-L-valine (1.710 g, 7.866 mmol), HOBT·H2O (1.004 g, 6.555 mmol) and, TEA (0.929 g, 9.177 mmol) in a 500 mL RBF with a magnetic stirrer and nitrogen line. After 5 minutes, EDCl (1.759 g, 9.177 mmol) was added to the brown solution in the 500 mL RBF. The mixture was stirred overnight at room temperature. The reaction... Starting materials: CCN=C=NCCCN(C)C.Cl (EDCl), OCCONC(=O)C1=CC2=C(N=CN2C)C(=C1NC1=C(C=C(C=C1)Br)Cl)F (6-(4-bromo-2-chlorophenylamino)-7-fluoro-3-methyl-3H-benzoimidazole-5-carboxylic acid (2-hydroxyethoxy)-amide), C(=O)(OC(C)(C)C)N[C@@H](C(C)C)C(=O)O (BOC-L-valine), C=1C=CC2=C(C1)N=NN2O.O (HOBT·H2O), TEA. The yield is 46.4%. Starting materials: [C-]1(C=CC=C1)C(=O)O.[CH-]1C=CC=C1.[Fe+2] (Ferrocene carboxylic acid), CN(C)C=O (DMF), C(C(=O)Cl)(=O)Cl (oxalyl chloride). Run in C1(=CC=CC=C1)C (toluene). Reaction conditions: time 3 hour. Yields the product [C-]1(C=CC=C1)C(=O)Cl.[CH-]1C=CC=C1.[Fe+2] (ferrocenoyl chloride). As a reaction SMILES: [C-:1]1([C:6]([OH:8])=O)[CH:5]=[CH:4][CH:3]=[CH:2]1.[CH-:9]1[CH:13]=[CH:12][CH:11]=[CH:10]1.[Fe+2:14].CN(C=O)C.C(Cl)(=O)C([Cl:23])=O>C1(C)C=CC=CC=1>[C-:1]1([C:6]([Cl:23])=[O:8])[CH:5]=[CH:4][CH:3]=[CH:2]1.[CH-:9]1[CH:13]=[CH:12][CH:11]=[CH:10]1.[Fe+2:14] |f:0.1.2,6.7.8|. Reported procedure: Ferrocene carboxylic acid (5.0 g, 21.7 mmol) was suspended in 40 mL of toluene containing a catalytic amount of DMF; oxalyl chloride (3.08 g, 24 mmol) was added dropwise (approx. addition time 30 min.). The resulting mixture was stirred at room temperature for 3 hours, filtered and the resulting solution used as such in Examples 3,4 and 5. Reactants: CC(C)(C)OC(=O)N1CCCC(Cc2ccccc2)C1, CO, Cl, C1COCCO1. Product: Cl, c1ccc(CC2CCCNC2)cc1. RXN SMILES: [C:1]([O:2][C:3](=[O:4])[N:8]1[CH2:9][CH:10]([CH2:14][c:15]2[cH:16][cH:17][cH:18][cH:19][cH:20]2)[CH2:11][CH2:12][CH2:13]1)([CH3:5])([CH3:6])[CH3:7].[CH3:22][OH:23].[ClH:21].[O:24]1[CH2:25][CH2:26][O:27][CH2:28][CH2:29]1>>[ClH:21].[NH:8]1[CH2:9][CH:10]([CH2:14][c:15]2[cH:16][cH:17][cH:18][cH:19][cH:20]2)[CH2:11][CH2:12][CH2:13]1. The reactants are C(C)(C)(C)OC(=O)N1C(OC[C@H]1CN1N=C(C=C1C(=O)OCC)COC1=CC=CC=C1)(C)C ((R)-4-(5-ethoxycarbonyl-3-phenoxymethyl-pyrazol-1-ylmethyl)-2,2-dimethyl-oxazolidine-3-carboxylic acid tert-butyl ester), OC[C@H]1NC(C=2N(C1)N=C(C2)COC2=CC=CC=C2)=O ((S)-6-hydroxymethyl-2-phenoxymethyl-6,7-dihydro-5H-pyrazolo[1,5-a]pyrazin-4-one), O(C1=CC=CC=C1)CC1=NN2C(C(N[C@@H](C2)CO[Si](C)(C)C)=O)=C1 ((S)-2-phenoxymethyl-6-trimethylsilanyloxymethyl-6,7-dihydro-5H-pyrazolo[1,5-a]pyrazin-4-one). Product: O(C1=CC=CC=C1)CC1=NN2C(C(N[C@H](C2)CO[Si](C)(C)C)=O)=C1 ((R)-2-Phenoxymethyl-6-trimethylsilanyloxymethyl-6,7-dihydro-5H-pyrazolo[1,5-a]pyrazin-4-one). As a reaction SMILES: C(OC(N1[C@H](CN2C(C(OCC)=O)=CC(COC3C=CC=CC=3)=N2)COC1(C)C)=O)(C)(C)C.OC[C@@H]1CN2N=C(COC3C=CC=CC=3)C=C2C(=O)N1.[O:54]([CH2:61][C:62]1[CH:77]=[C:65]2[C:66](=[O:76])[NH:67][C@H:68]([CH2:70][O:71][Si:72]([CH3:75])([CH3:74])[CH3:73])[CH2:69][N:64]2[N:63]=1)[C:55]1[CH:60]=[CH:59][CH:58]=[CH:57][CH:56]=1>>[O:54]([CH2:61][C:62]1[CH:77]=[C:65]2[C:66](=[O:76])[NH:67][C@@H:68]([CH2:70][O:71][Si:72]([CH3:73])([CH3:75])[CH3:74])[CH2:69][N:64]2[N:63]=1)[C:55]1[CH:56]=[CH:57][CH:58]=[CH:59][CH:60]=1. Procedure: The compound was prepared from (R)-4-(5-ethoxycarbonyl-3-phenoxymethyl-pyrazol-1-ylmethyl)-2,2-dimethyl-oxazolidine-3-carboxylic acid tert-butyl ester using the methods described in the preceding examples 31 ((S)-6-hydroxymethyl-2-phenoxymethyl-6,7-dihydro-5H-pyrazolo[1,5-a]pyrazin-4-one) and 32 ((S)-2-phenoxymethyl-6-trimethylsilanyloxymethyl-6,7-dihydro-5H-pyrazolo[1,5-a]pyrazin-4-one). Starting materials: O=C1c2ccccc2S(=O)(=O)N1CCCCBr, Cl, O=c1[nH]c2c(C3CCNCC3)c3ccccc3cc2o1. Reaction SMILES: [Br:22][CH2:23][CH2:24][CH2:25][CH2:26][N:27]1[S:28](=[O:37])(=[O:38])[c:29]2[c:30]([cH:33][cH:34][cH:35][cH:36]2)[C:31]1=[O:32].[ClH:1].[O:2]=[c:3]1[o:4][c:5]2[c:6]([nH:7]1)[c:8]([CH:16]1[CH2:17][CH2:18][NH:19][CH2:20][CH2:21]1)[c:9]1[cH:10][cH:11][cH:12][cH:13][c:14]1[cH:15]2>>[O:2]=[c:3]1[o:4][c:5]2[c:6]([nH:7]1)[c:8]([CH:16]1[CH2:17][CH2:18][N:19]([CH2:23][CH2:24][CH2:25][CH2:26][N:27]3[S:28](=[O:37])(=[O:38])[c:29]4[c:30]([cH:33][cH:34][cH:35][cH:36]4)[C:31]3=[O:32])[CH2:20][CH2:21]1)[c:9]1[cH:10][cH:11][cH:12][cH:13][c:14]1[cH:15]2. Yields the product O=C1c2ccccc2S(=O)(=O)N1CCCCN1CCC(c2c3ccccc3cc3oc(=O)[nH]c23)CC1. The reactants are CC(=O)c1ccc(Br)cc1, CCOC(=O)OCC, CCOCC, CCO, Cl, [H-], [Na+]. Yields the product CCOC(=O)CC(=O)c1ccc(Br)cc1. As a reaction SMILES: [Br:11][c:12]1[cH:13][cH:14][c:15]([C:18]([CH3:19])=[O:20])[cH:16][cH:17]1.[C:3]([O:4][CH2:5][CH3:6])([O:7][CH2:8][CH3:9])=[O:10].[CH3:22][CH2:23][O:24][CH2:25][CH3:26].[CH3:27][CH2:28][OH:29].[ClH:21].[H-:1].[Na+:2]>>[C:3]([O:7][CH2:8][CH3:9])(=[O:10])[CH2:19][C:18]([c:15]1[cH:14][cH:13][c:12]([Br:11])[cH:17][cH:16]1)=[O:20].